Dataset: the Open Reaction Database (ORD), a public repository of structured organic reaction records. Task: describe an organic reaction: reactants, conditions, products, and yield The solvent is C=1(C(=CC=CC1)C)C (xylene). As a reaction SMILES: [C:1]([NH:4][NH:5][C:6]1[CH2:7][N:8]=[C:9]([C:17]2[CH:22]=[CH:21][CH:20]=[CH:19][C:18]=2[F:23])[C:10]2[CH:15]=[C:14]([Cl:16])[S:13][C:11]=2[N:12]=1)(=O)[CH3:2]>C1(C)C(C)=CC=CC=1>[Cl:16][C:14]1[S:13][C:11]2[N:12]3[C:1]([CH3:2])=[N:4][N:5]=[C:6]3[CH2:7][N:8]=[C:9]([C:17]3[CH:22]=[CH:21][CH:20]=[CH:19][C:18]=3[F:23])[C:10]=2[CH:15]=1. Product: ClC1=CC=2C(=NCC=3N(C2S1)C(=NN3)C)C3=C(C=CC=C3)F (2-chloro-4-(o-fluorophenyl)-9-methyl-6H-thieno[3,2-f]-s-triazolo[4,3-a][1,4]diazepine). Procedure: 6.8 g of 2-(2-acetylhydrazino)-7-chloro-5-(o-fluorophenyl)-3H-thieno[2,3-e]-1,4-diazepine are refluxed for 9 hours in 300 ml of absolute xylene. After cooling, the precipitated impurities are filtered off under vacuum. The solvent is then evaporated under reduced pressure and the product recrystallized from ethyl acetate containing active carbon to yield 2-chloro-4-(o-fluorophenyl)-9-methyl-6H-thieno[3,2-f]-s-triazolo[4,3-a][1,4]diazepine, melting point 187°-189° C. Starting materials: C(C)(=O)NNC=1CN=C(C2=C(N1)SC(=C2)Cl)C2=C(C=CC=C2)F (2-(2-acetylhydrazino)-7-chloro-5-(o-fluorophenyl)-3H-thieno[2,3-e]-1,4-diazepine). Reactants: C(C)(=O)O[C@]1(C(COC(C)=O)=O)CC[C@H]2[C@@H]3CCC4=CC(CC[C@]4(C)[C@H]3CC[C@]12C)=O (17,21-diacetoxy-4-pregnene-3,20-dione), O=P12OP3(=O)OP(=O)(O1)OP(=O)(O2)O3 (phosphorus pentoxide), C(Cl)Cl (methylene chloride), O=P12OP3(=O)OP(=O)(O1)OP(=O)(O2)O3 (phosphorus pentoxide). Solvent: COCOC (methylal), COCOC (methylal). Run at time 3 day. Product: C(C)(=O)O[C@]1(C(COC(C)=O)=O)CC[C@H]2[C@@H]3CC(C4=CC(CC[C@]4(C)[C@H]3CC[C@]12C)=O)=C (17α,21-diacetoxy-6-methylene-4-pregnene-3,20-dione). As a reaction SMILES: [C:1]([O:4][C@:5]1([C@:29]2([CH3:30])[C@H:15]([C@H:16]3[C@H:26]([CH2:27][CH2:28]2)[C@:24]2([CH3:25])[C:19](=[CH:20][C:21](=[O:31])[CH2:22][CH2:23]2)[CH2:18][CH2:17]3)[CH2:14][CH2:13]1)[C:6](=[O:12])[CH2:7][O:8][C:9](=[O:11])[CH3:10])(=[O:3])[CH3:2].O=P12OP3(OP(OP(O3)(O1)=O)(=O)O2)=O.[CH2:46](Cl)Cl>COCOC>[C:1]([O:4][C@:5]1([C@:29]2([CH3:30])[C@H:15]([C@H:16]3[C@H:26]([CH2:27][CH2:28]2)[C@:24]2([CH3:25])[C:19](=[CH:20][C:21](=[O:31])[CH2:22][CH2:23]2)[C:18](=[CH2:46])[CH2:17]3)[CH2:14][CH2:13]1)[C:6](=[O:12])[CH2:7][O:8][C:9](=[O:11])[CH3:10])(=[O:3])[CH3:2]. Procedure: A solution of 5.0 g of 17,21-diacetoxy-4-pregnene-3,20-dione in 35 ml of anhydrous methylene chloride and 22.5 ml of methylal is combined in incremental portions at room temperature with a mixture of 1.0 g of phosphorus pentoxide and 7.5 g of silica gel. The mixture is agitated for 3 days at room temperature and then another 11 ml of methylal, 500 mg of phosphorus pentoxide, and 3.75 g of silica gel are added. After another 2 days, the reaction mixture is vacuum-filtered, the residue is washed t... As a reaction SMILES: C(OC(N1CCC(NC([N:16]2[CH2:21][CH2:20][N:19]3[C:22]([CH:30]4[CH2:35][CH2:34]OCC4)=[C:23](C#N)[C:24]([C:25](=[O:27])[NH2:26])=[C:18]3[CH2:17]2)=O)CC1)=O)(C)C.[F:36][C:37]([F:42])([F:41])[C:38]([OH:40])=[O:39].[Cl:43]CCl>>[F:36][C:37]([F:42])([F:41])[C:38]([OH:40])=[O:39].[Cl:43][C:23]1[C:24]([C:25]([NH2:26])=[O:27])=[C:18]2[CH2:17][NH:16][CH2:21][CH2:20][N:19]2[C:22]=1[CH:30]1[CH2:35][CH2:34]1 |f:3.4|. Reactants: C(C)(C)OC(=O)N1CCC(CC1)NC(=O)N1CC=2N(CC1)C(=C(C2C(N)=O)C#N)C2CCOCC2 (4-{[8-carbamoyl-7-cyano-6-(tetrahydropyran-4-yl)-3,4-dihydro-1H-pyrrolo[1,2-a]pyrazine-2-carbonyl]amino}piperidine-1-carboxylic acid isopropyl ester), FC(C(=O)O)(F)F (trifluoroacetic acid), ClCCl (dichloromethane). Procedure: A stirred solution of 8-carbamoyl-7-chloro-6-cyclopropyl-3,4-dihydro-1H-pyrrolo[1,2-a]pyrazine-2-carboxylic acid tert-butyl ester (100 mg, Reference Example 25) in dry dichloromethane (2 ml) was treated with trifluoroacetic acid (1 ml). After stirring at room temperature for 18 hours the reaction mixture was evaporated to afford oil, which was azeotroped with toluene and then triturated with diethyl ether to give 7-chloro-6-cyclopropyl-1,2,3,4-tetrahydropyrrolo[1,2-a]pyrazine-8-carboxylic acid a... Product: FC(C(=O)O)(F)F.ClC=1C(=C2N(CCNC2)C1C1CC1)C(=O)N (7-chloro-6-cyclopropyl-1,2,3,4-tetrahydropyrrolo[1,2-a]pyrazine-8-carboxylic acid amide trifluoroacetic acid salt). Run at time 18 hour.